Dataset: the Open Reaction Database (ORD), a public repository of structured organic reaction records. Task: describe an organic reaction: reactants, conditions, products, and yield The reactants are [Mg] (magnesium), CN(C)C=O (DMF), Cl (hydrochloric acid), FC=1C=C(C=C(C1F)F)Br (3,4,5-trifluorobromobenzene). Solvent: CCCCCC (hexane), C1CCOC1 (THF), C1CCOC1 (THF), C1CCOC1 (THF). Run at temperature 40 celsius, time 1 hour. Product: FC=1C=C(C=O)C=C(C1F)F (3,4,5-trifluorobenzaldehyde). The yield is 99.9%. Reaction SMILES: [F:1][C:2]1[CH:3]=[C:4](Br)[CH:5]=[C:6]([F:9])[C:7]=1[F:8].[Mg].CN([CH:15]=[O:16])C.Cl>C1COCC1.CCCCCC>[F:1][C:2]1[CH:3]=[C:4]([CH:5]=[C:6]([F:9])[C:7]=1[F:8])[CH:15]=[O:16]. Procedure: In a nitrogen atmosphere, a solution prepared by dissolving 50 g of 3,4,5-trifluorobromobenzene in 50 mL of THF was added dropwise at a rate that caused gentle reflux to a mixed solution of 6.34 g of magnesium and 60 mL of THF. After dropwise addition, the mixture was stirred at 40° C. for 1 hour. Then, a solution prepared by dissolving 34.64 g of DMF in 60 mL of THF was added dropwise under ice cooling at such a rate that the inside temperature did not exceed 20° C., followed by stirring at roo... The reactants are FC(C(=O)N1CC2=CC=CC=3C2=C(C1)C=CC3S(=O)(=O)Cl)(F)F (2,3-dihydro-2-trifluoroacetyl-1H-Benz[de]isoquinoline-6-sulfonyl chloride), [N+](=O)(O)[O-] (nitric acid), ice water. Conditions: temperature 0 celsius, time 8 hour. Yields the product [N+](=O)([O-])C=1C=2C3=C(CN(CC3=CC1)C(C(F)(F)F)=O)C=CC2S(=O)(=O)Cl (7-nitro-2,3-dihydro-2-trifluoroacetyl-1H-Benz[de]isoquinoline-6-sulfonyl Chloride). RXN SMILES: [F:1][C:2]([F:23])([F:22])[C:3]([N:5]1[CH2:14][C:13]2[CH:15]=[CH:16][C:17]([S:18]([Cl:21])(=[O:20])=[O:19])=[C:11]3[C:12]=2[C:7](=[CH:8][CH:9]=[CH:10]3)[CH2:6]1)=[O:4].[N+:24]([O-])([OH:26])=[O:25]>>[N+:24]([C:10]1[C:11]2[C:12]3[C:7](=[CH:8][CH:9]=1)[CH2:6][N:5]([C:3](=[O:4])[C:2]([F:1])([F:22])[F:23])[CH2:14][C:13]=3[CH:15]=[CH:16][C:17]=2[S:18]([Cl:21])(=[O:19])=[O:20])([O-:26])=[O:25]. Procedure details: Solid 2,3-dihydro-2-trifluoroacetyl-1H-Benz[de]isoquinoline-6-sulfonyl chloride (6 mmol) is added portionwise to cold (0° C.) 90% nitric acid (5 mL). The resulting mixture is stirred at 0° C. overnight then cautiously poured into ice-water. The precipitate is collected by filtration and washed with ice-water to give the title compound. The crude product can be purified by recrystallization or chromatography. Starting materials: BrC=1C=C2C(=CC(=NC2=CC1)O)NC1=CC(=C(C=C1)Cl)Cl (6-Bromo-2-hydroxy-4-(3,4-dichlorophenyl)aminoquinoline), O=P(Cl)(Cl)Cl (POCl3). Product: BrC=1C=C2C(=CC(=NC2=CC1)Cl)NC1=CC(=C(C=C1)Cl)Cl (6-Bromo-2-chloro-4-(3,4-dichlorophenyl)aminoquinoline). Yield: 60.0%. Reaction SMILES: [Br:1][C:2]1[CH:3]=[C:4]2[C:9](=[CH:10][CH:11]=1)[N:8]=[C:7](O)[CH:6]=[C:5]2[NH:13][C:14]1[CH:19]=[CH:18][C:17]([Cl:20])=[C:16]([Cl:21])[CH:15]=1.O=P(Cl)(Cl)[Cl:24]>>[Br:1][C:2]1[CH:3]=[C:4]2[C:9](=[CH:10][CH:11]=1)[N:8]=[C:7]([Cl:24])[CH:6]=[C:5]2[NH:13][C:14]1[CH:19]=[CH:18][C:17]([Cl:20])=[C:16]([Cl:21])[CH:15]=1. Procedure details: Prepared using general procedure 3; 6-Bromo-2-hydroxy-4-(3,4-dichlorophenyl)aminoquinoline (1.94 g, 5.05 mmol) and 30 mL of POCl3 were heated to 120° C. for 4 h. Isolation afforded 1.209 g of material (3.00 mmol, 60%). 1H NMR (300 MHz, DMSO): 9.69(s, 1H), 8.71(s, 1H), 7.91(d, 1H, J=8.88 Hz), 7.78(d, 1H, J=8.88 Hz), 7.69(d, 1H, J=8.88 Hz), 7.68(s, 1H), 7.44(dd, 1H, J=8.68, 2.22 Hz), 6.91(m, 1H). The reactants are CC(C)(C)OC(=O)N1CCN(CC2CCCCN2C(=O)OCc2ccccc2)CC1, CCO, C1=CCCC=C1, O. Yields the product CC(C)(C)OC(=O)N1CCN(CC2CCCCN2)CC1. As a reaction SMILES: [C:8]([CH3:9])([CH3:10])([CH3:11])[O:12][C:13](=[O:14])[N:15]1[CH2:16][CH2:17][N:18]([CH2:21][CH:22]2[N:23]([C:28]([O:29][CH2:30][c:31]3[cH:32][cH:33][cH:34][cH:35][cH:36]3)=[O:37])[CH2:24][CH2:25][CH2:26][CH2:27]2)[CH2:19][CH2:20]1.[CH3:38][CH2:39][OH:40].[CH:1]1=[CH:6][CH:5]=[CH:4][CH2:3][CH2:2]1.[OH2:7]>>[C:8]([CH3:9])([CH3:10])([CH3:11])[O:12][C:13](=[O:14])[N:15]1[CH2:16][CH2:17][N:18]([CH2:21][CH:22]2[NH:23][CH2:24][CH2:25][CH2:26][CH2:27]2)[CH2:19][CH2:20]1. Starting materials: [Li]CCCC, COCCOC, CCOC(C)=O, Cl[Cu], Ic1cccs1, OCc1ccccc1, c1ccncc1. Yields the product c1ccc(COc2cccs2)cc1. Reaction SMILES: [CH2:9]([Li:10])[CH2:11][CH2:12][CH3:13].[CH3:26][O:27][CH2:28][CH2:29][O:30][CH3:31].[CH3:34][CH2:35][O:36][C:37](=[O:38])[CH3:39].[Cl:32][Cu:33].[I:14][c:15]1[s:16][cH:17][cH:18][cH:19]1.[OH:1][CH2:2][c:3]1[cH:4][cH:5][cH:6][cH:7][cH:8]1.[cH:20]1[cH:21][cH:22][n:23][cH:24][cH:25]1>>[O:1]([CH2:2][c:3]1[cH:4][cH:5][cH:6][cH:7][cH:8]1)[c:15]1[s:16][cH:17][cH:18][cH:19]1. Reaction SMILES: [CH3:25][OH:26].[CH:21]([O-:22])=[O:23].[NH4+:24].[c:1]1([CH2:2][N:8]2[S:9](=[O:19])(=[O:20])[N:10]([CH3:18])[C:11]([CH2:14][CH2:15][CH3:16])([CH3:17])[C:12]2=[O:13])[cH:3][cH:4][cH:5][cH:6][cH:7]1>>[NH:8]1[S:9](=[O:19])(=[O:20])[N:10]([CH3:18])[C:11]([CH2:14][CH2:15][CH3:16])([CH3:17])[C:12]1=[O:13]. The product is CCCC1(C)C(=O)NS(=O)(=O)N1C. The reactants are CO, O=C[O-], [NH4+], CCCC1(C)C(=O)N(Cc2ccccc2)S(=O)(=O)N1C. The reactants are ClC=1C=C(C=CC1Cl)CN1C(=NC2=C1C(CCC2)=O)C(C)C (3-[(3,4-dichlorophenyl)methyl]-2-(1-methylethyl)-3,5,6,7-tetrahydro-4H-benzimidazol-4-one), ClCCl (dichloromethane), [BH4-].[Na+] (sodium borohydride), O (water). The solvent is CO (methanol). Run at time 25 minute. Product: ClC=1C=C(C=CC1Cl)CN1C(=NC2=C1C(CCC2)O)C(C)C (1-[(3,4-dichlorophenyl)methyl]-2-(1-methylethyl)-4,5,6,7-tetrahydro-1H-benzimidazol-7-ol). RXN SMILES: [Cl:1][C:2]1[CH:3]=[C:4]([CH2:9][N:10]2[C:14]3[C:15](=[O:19])[CH2:16][CH2:17][CH2:18][C:13]=3[N:12]=[C:11]2[CH:20]([CH3:22])[CH3:21])[CH:5]=[CH:6][C:7]=1[Cl:8].ClCCl.[BH4-].[Na+].O>CO>[Cl:1][C:2]1[CH:3]=[C:4]([CH2:9][N:10]2[C:14]3[CH:15]([OH:19])[CH2:16][CH2:17][CH2:18][C:13]=3[N:12]=[C:11]2[CH:20]([CH3:22])[CH3:21])[CH:5]=[CH:6][C:7]=1[Cl:8] |f:2.3|. Procedure details: To Intermediate 80 (131.02 g, combination of two batches) under nitrogen in methanol (1000 mL) and dichloromethane (DCM) (1000 mL) was added sodium borohydride (29.4 g) slowly in portions over 10 min and the mixture stirred at room temperature under nitrogen. Temp rose from 19° C. to 23° C. Gas evolution still visible for 20-30 mins and temp rose over 40 mins to 26° C. Temp still going up after 1 hr20 min—now 26.2° C. After 2.5 hr water was added carefully and the mixture was partitioned between...